This data is from the Open Reaction Database (ORD), a public repository of structured organic reaction records. The task is: describe an organic reaction: reactants, conditions, products, and yield Starting materials: Cl[Sn]Cl (SnCl2), Cl (HCl), C(C)OP(=O)(OCC)COC1=C(C=C(C=C1)C=C)[N+](=O)[O-] (2-diethylphosphonomethyloxy-5-vinylnitrobenzene). Solvent: CO (MeOH). Reaction conditions: time 3 hour. The product is C(C)OP(=O)(OCC)COC1=C(N)C=C(C=C1)C=C (2-diethylphosphonomethyloxy-5-vinylaniline). Reaction SMILES: Cl[Sn]Cl.Cl.[CH2:5]([O:7][P:8]([CH2:13][O:14][C:15]1[CH:20]=[CH:19][C:18]([CH:21]=[CH2:22])=[CH:17][C:16]=1[N+:23]([O-])=O)([O:10][CH2:11][CH3:12])=[O:9])[CH3:6]>CO>[CH2:11]([O:10][P:8]([CH2:13][O:14][C:15]1[CH:20]=[CH:19][C:18]([CH:21]=[CH2:22])=[CH:17][C:16]=1[NH2:23])([O:7][CH2:5][CH3:6])=[O:9])[CH3:12]. Procedure details: A solution of SnCl2 (4 mmole) in freshly prepared methonolic HCl (10 mL) was added to a cold (0° C.) solution of 2-diethylphosphonomethyloxy-5-vinylnitrobenzene (1 mmole) in MeOH (5 mL). The mixture was warmed to room temperature and stirred for 3 h. Evaporation, extraction and chromatography provided 2-diethylphosphonomethyloxy-5-vinylaniline. Reactants: C1(=CC=CC=C1)OC(N(C(=O)OC1=CC=CC=C1)C1=NC=CC(=C1)OC1=CC=C(C=C1)NC(=O)C1(CC1)C(NC1=CC=C(C=C1)F)=O)=O ([4-(4-{[1-(4-fluorophenylcarbamoyl)cyclopropanecarbonyl]amino}phenoxy)pyridin-2-yl]-N-(phenoxycarbonyl)carbamic acid phenyl ester), CN([C@@H]1CNCC1)C ((3S)-3-dimethylaminopyrrolidine). Run in CN(C=O)C (N,N-dimethylformamide). Reaction conditions: time 3 hour. Product: CN([C@@H]1CN(CC1)C(=O)NC1=NC=CC(=C1)OC1=CC=C(C=C1)NC(=O)C1(CC1)C(=O)NC1=CC=C(C=C1)F)C (N-(4-{[2-({[(3S)-3-(Dimethylamino)pyrrolidin-1-yl]carbonyl}amino)pyridin-4-yl]oxy}phenyl)-N′-(4-fluorophenyl)cyclopropane-1,1-dicarboxamide). Isolated yield 54.0%. As a reaction SMILES: C1(OC(=O)[N:9]([C:19]2[CH:24]=[C:23]([O:25][C:26]3[CH:31]=[CH:30][C:29]([NH:32][C:33]([C:35]4([C:38](=[O:47])[NH:39][C:40]5[CH:45]=[CH:44][C:43]([F:46])=[CH:42][CH:41]=5)[CH2:37][CH2:36]4)=[O:34])=[CH:28][CH:27]=3)[CH:22]=[CH:21][N:20]=2)[C:10](OC2C=CC=CC=2)=[O:11])C=CC=CC=1.[CH3:49][N:50]([CH3:56])[C@H:51]1[CH2:55][CH2:54][NH:53][CH2:52]1>CN(C)C=O>[CH3:49][N:50]([CH3:56])[C@H:51]1[CH2:55][CH2:54][N:53]([C:10]([NH:9][C:19]2[CH:24]=[C:23]([O:25][C:26]3[CH:31]=[CH:30][C:29]([NH:32][C:33]([C:35]4([C:38]([NH:39][C:40]5[CH:41]=[CH:42][C:43]([F:46])=[CH:44][CH:45]=5)=[O:47])[CH2:37][CH2:36]4)=[O:34])=[CH:28][CH:27]=3)[CH:22]=[CH:21][N:20]=2)=[O:11])[CH2:52]1. Reported procedure: To a solution of [4-(4-{[1-(4-fluorophenylcarbamoyl)cyclopropanecarbonyl]amino}phenoxy)pyridin-2-yl]-N-(phenoxycarbonyl)carbamic acid phenyl ester (50 mg) in N,N-dimethylformamide (1.0 ml) was added (3S)-3-dimethylaminopyrrolidine (0.050 ml) at room temperature, followed by stirring for 3 hr. The reaction mixture was partitioned between ethyl acetate and water. The organic layer was washed with a saturated aqueous solution of ammonium chloride and brine in this order, and dried over anhydrous so... The reactants are Cl.Cl.C[C@@H]1N(CCOC1)C[C@@H]1NCCN(C1)S(=O)(=O)C=1SC=CC1 ((3S)-3-methyl-4-(((2S)-4-(2-thiophenylsulfonyl)-2-piperazinyl)methyl)morpholine dihydrochloride), BrC1=CC=C(C=C1)C(C(F)(F)F)(C(F)(F)F)O (2-(4-bromophenyl)-1,1,1,3,3,3-hexafluoropropan-2-ol), C1(CCCCC1)P(C1=C(C=CC=C1)C1=C(C=CC=C1OC(C)C)OC(C)C)C1CCCCC1 (dicyclohexyl(2′,6′-diisopropoxybiphenyl-2-yl)phosphine), CC(C)([O-])C.[Na+] (sodium tert-butoxide). Reagents/catalysts: C=1C=CC(=CC1)/C=C/C(=O)/C=C/C2=CC=CC=C2.C=1C=CC(=CC1)/C=C/C(=O)/C=C/C2=CC=CC=C2.C=1C=CC(=CC1)/C=C/C(=O)/C=C/C2=CC=CC=C2.[Pd].[Pd] (Pd2(dba)3). Run in C1(=CC=CC=C1)C (toluene), O (water), CCOC(=O)C (EtOAc). Reaction conditions: temperature 100 celsius. Product: FC(C(C(F)(F)F)(O)C1=CC=C(C=C1)N1[C@H](CN(CC1)S(=O)(=O)C=1SC=CC1)CN1[C@H](COCC1)C)(F)F (1,1,1,3,3,3-hexafluoro-2-(4-((2S)-2-(((3S)-3-methyl-4-morpholinyl)methyl)-4-(2-thiophenylsulfonyl)-1-piperazinyl)phenyl)-2-propanol). Yield: 12.3%. As a reaction SMILES: Cl.Cl.[CH3:3][C@H:4]1[CH2:9][O:8][CH2:7][CH2:6][N:5]1[CH2:10][C@H:11]1[CH2:16][N:15]([S:17]([C:20]2[S:21][CH:22]=[CH:23][CH:24]=2)(=[O:19])=[O:18])[CH2:14][CH2:13][NH:12]1.Br[C:26]1[CH:31]=[CH:30][C:29]([C:32]([OH:41])([C:37]([F:40])([F:39])[F:38])[C:33]([F:36])([F:35])[F:34])=[CH:28][CH:27]=1.C1(P(C2CCCCC2)C2C=CC=CC=2C2C(OC(C)C)=CC=CC=2OC(C)C)CCCCC1.CC(C)([O-])C.[Na+]>C1(C)C=CC=CC=1.O.CCOC(C)=O.C1C=CC(/C=C/C(/C=C/C2C=CC=CC=2)=O)=CC=1.C1C=CC(/C=C/C(/C=C/C2C=CC=CC=2)=O)=CC=1.C1C=CC(/C=C/C(/C=C/C2C=CC=CC=2)=O)=CC=1.[Pd].[Pd]>[F:34][C:33]([F:35])([F:36])[C:32]([C:29]1[CH:28]=[CH:27][C:26]([N:12]2[CH2:13][CH2:14][N:15]([S:17]([C:20]3[S:21][CH:22]=[CH:23][CH:24]=3)(=[O:18])=[O:19])[CH2:16][C@@H:11]2[CH2:10][N:5]2[CH2:6][CH2:7][O:8][CH2:9][C@@H:4]2[CH3:3])=[CH:31][CH:30]=1)([OH:41])[C:37]([F:38])([F:40])[F:39] |f:0.1.2,5.6,10.11.12.13.14|. Procedure details: In a pressure tube (3S)-3-methyl-4-(((2S)-4-(2-thiophenylsulfonyl)-2-piperazinyl)methyl)morpholine dihydrochloride (133 mg, 0.318 mmol, Example 82, Step 2), 2-(4-bromophenyl)-1,1,1,3,3,3-hexafluoropropan-2-ol (123 mg, 0.381 mmol, Bioorg. Med. Chem. Lett. 2002, 12, 3009), Pd2(dba)3 (18.28 mg, 0.032 mmol, Strem Chemicals, Newburyport, Mass.), dicyclohexyl(2′,6′-diisopropoxybiphenyl-2-yl)phosphine (RuPhos) (14.83 mg, 0.032 mmol, Strem Chemicals, Newburyport, Mass.), and sodium tert-butoxide (122 mg...